Task: describe an organic reaction: reactants, conditions, products, and yield. Dataset: the Open Reaction Database (ORD), a public repository of structured organic reaction records Starting materials: COC(C1=C(C=CC(=C1)N1CCC(CC1)NC(C)=O)[N+](=O)[O-])OC (2-nitro-5-(4-acetylamino-1-piperidyl)benzaldehyde dimethylacetal), C=O (formalin), C(C)O (ethanol). Reagents/catalysts: Cl (hydrochloric acid). The solvent is O (water). Product: [N+](=O)([O-])C1=C(C=O)C=C(C=C1)N1CCC(CC1)NC(C)=O (2-nitro-5-(4-acetylamino-1-piperidyl)benzaldehyde). As a reaction SMILES: C[O:2][CH:3](OC)[C:4]1[CH:9]=[C:8]([N:10]2[CH2:15][CH2:14][CH:13]([NH:16][C:17](=[O:19])[CH3:18])[CH2:12][CH2:11]2)[CH:7]=[CH:6][C:5]=1[N+:20]([O-:22])=[O:21].C=O.C(O)C>Cl.O>[N+:20]([C:5]1[CH:6]=[CH:7][C:8]([N:10]2[CH2:11][CH2:12][CH:13]([NH:16][C:17](=[O:19])[CH3:18])[CH2:14][CH2:15]2)=[CH:9][C:4]=1[CH:3]=[O:2])([O-:22])=[O:21]. Reported procedure: 0.3 Gram of 2-nitro-5-(4-acetylamino-1-piperidyl)benzaldehyde dimethylacetal, 5 ml of formalin, 1 ml of ethanol and 2 drops of concentrated hydrochloric acid were refluxed by heating. After the reaction was completed, the solvent was removed by evaporation to obtain the residue, then water was added to the residue. The crystals formed were collected by filtration to yield 0.22 g of 2-nitro-5-(4-acetylamino-1-piperidyl)benzaldehyde. Starting materials: C(C)(C)(C)OC(=O)N1CCC(CC1)=O (1-(tert-butoxycarbonyl)-4-piperidone), [Cl-].ClC1=C(C[P+](C2=CC=CC=C2)(C2=CC=CC=C2)C2=CC=CC=C2)C=CC=C1 (2-chlorobenzyltriphenylphosphonium chloride), C[O-].[Na+].CO (sodium methoxide methanol). Solvent: O (water), CO (methanol). Yields the product C(C)(C)(C)OC(=O)N1CCC(CC1)=CC1=C(C=CC=C1)Cl (1-(tert-butoxycarbonyl)-4-(2-chloro-benzylidene)piperidine). As a reaction SMILES: [C:1]([O:5][C:6]([N:8]1[CH2:13][CH2:12][C:11](=O)[CH2:10][CH2:9]1)=[O:7])([CH3:4])([CH3:3])[CH3:2].[Cl-].[Cl:16][C:17]1[CH:42]=[CH:41][CH:40]=[CH:39][C:18]=1[CH2:19][P+](C1C=CC=CC=1)(C1C=CC=CC=1)C1C=CC=CC=1.C[O-].[Na+].CO>CO.O>[C:1]([O:5][C:6]([N:8]1[CH2:13][CH2:12][C:11](=[CH:19][C:18]2[CH:39]=[CH:40][CH:41]=[CH:42][C:17]=2[Cl:16])[CH2:10][CH2:9]1)=[O:7])([CH3:4])([CH3:3])[CH3:2] |f:1.2,3.4.5|. Procedure: To a solution of 9.199 g (46.168 mM) of 1-(tert-butoxycarbonyl)-4-piperidone and 19.5 g (46.2 mM) of 2-chlorobenzyltriphenylphosphonium chloride in 50 ml of methanol was added 8.91 g (46.2 mM) of 28% sodium methoxide-methanol at room temperature and the mixture was refluxed for 36 hours. This reaction mixture was poured in water and extracted with 2 portions of ethyl acetate. The pooled organic layer was dried over Na2SO4 and the solvent was distilled off under reduced pressure. To the residue w...